The task is: describe an organic reaction: reactants, conditions, products, and yield. This data is from the Open Reaction Database (ORD), a public repository of structured organic reaction records. Starting materials: CC1(CN(C2=CC=CC=C12)C1=NC=CC=C1[N+](=O)[O-])C (3,3-dimethyl-1-(3-nitropyridin-2-yl)indoline). The reagents and catalysts are [Pd] (Pd/C). The solvent is CO (MeOH). Run at time 2 hour. Product: CC1(CN(C2=CC=CC=C12)C1=NC=CC=C1N)C (2-(3,3-dimethylindolin-yl)pyridin-3-amine). Isolated yield 75.3%. RXN SMILES: [CH3:1][C:2]1([CH3:20])[C:10]2[C:5](=[CH:6][CH:7]=[CH:8][CH:9]=2)[N:4]([C:11]2[C:16]([N+:17]([O-])=O)=[CH:15][CH:14]=[CH:13][N:12]=2)[CH2:3]1>CO.[Pd]>[CH3:1][C:2]1([CH3:20])[C:10]2[C:5](=[CH:6][CH:7]=[CH:8][CH:9]=2)[N:4]([C:11]2[C:16]([NH2:17])=[CH:15][CH:14]=[CH:13][N:12]=2)[CH2:3]1. Procedure: To a solution of 4a (30 mg, 0.111 mmol) in MeOH was added 10% Pd/C (10 mg). The reaction mixture was stirred at rt under H2 for 2 h. The catalyst was filtered through a cake of Celite® and the filtrate was evaporated under reduced pressure to afford 4b (20 mg, 76%) as a yellowish powder. MS (ES) m/z 240 [M+H]+. Starting materials: C(C#C)O (propargyl alcohol), N1C=NC=C1 (imidazole), ClC1=NC(=NC(=C1I)C(F)(F)F)S(=O)(=O)C(C)C (4-Chloro-5-iodo-2-isopropylsulfonyl-6-trifluoromethypyrimidine), [H-].[Na+] (sodium hydride). Run in O1CCCC1 (tetrahydrofuran), O (water). Reaction conditions: time 10 minute. The product is N1(C=NC=C1)C1=NC(=NC(=C1I)C(F)(F)F)OCC#C (4-imidazol-1-yl-5-iodo-2-prop-2-ynyloxy-6-trifluoromethyl-pyrimidine). Isolated yield 26.6%. Reaction SMILES: Cl[C:2]1[C:7]([I:8])=[C:6]([C:9]([F:12])([F:11])[F:10])[N:5]=[C:4](S(C(C)C)(=O)=O)[N:3]=1.[CH2:19]([OH:22])[C:20]#[CH:21].[H-].[Na+].[NH:25]1[CH:29]=[CH:28][N:27]=[CH:26]1>O1CCCC1.O>[N:25]1([C:2]2[C:7]([I:8])=[C:6]([C:9]([F:10])([F:11])[F:12])[N:5]=[C:4]([O:22][CH2:19][C:20]#[CH:21])[N:3]=2)[CH:29]=[CH:28][N:27]=[CH:26]1 |f:2.3|. Procedure details: 4-Chloro-5-iodo-2-isopropylsulfonyl-6-trifluoromethypyrimidine (0.79 g) was dissolved in tetrahydrofuran (5.0 ml) and added propargyl alcohol (0.11 g). The mixture was cooled to ice bath temperature and added sodium hydride (oily 80%, 57 mg). The mixture was stirred at that temperature for 10 minutes, and then added imidazole (0.39 g) at the same temperature. The mixture was stirred at that temperature for 30 minutes, and then it warmed to room temperature. After stirring over night, the mixture... Reactants: CCCC[N+](CCCC)(CCCC)CCCC, ClCCl, [O-]Cl, OC(c1ccc(F)c(Br)c1)C(F)(F)F, [Na+], O, O=S(=O)([O-])O. Product: O=C(c1ccc(F)c(Br)c1)C(F)(F)F. RXN SMILES: [CH2:24]([N+:25]([CH2:26][CH2:27][CH2:28][CH3:29])([CH2:30][CH2:31][CH2:32][CH3:33])[CH2:34][CH2:35][CH2:36][CH3:37])[CH2:38][CH2:39][CH3:40].[CH2:41]([Cl:42])[Cl:43].[Cl:15][O-:16].[F:1][C:2]([CH:3]([OH:4])[c:5]1[cH:6][c:7]([Br:12])[c:8]([F:11])[cH:9][cH:10]1)([F:13])[F:14].[Na+:17].[OH2:18].[S:19]([O-:20])([OH:21])(=[O:22])=[O:23]>>[F:1][C:2]([C:3](=[O:4])[c:5]1[cH:6][c:7]([Br:12])[c:8]([F:11])[cH:9][cH:10]1)([F:13])[F:14]. Starting materials: BrC=1C=C(C=CC1)N1CCN(CC1)C(=O)OC(C)(C)C (1,1-dimethylethyl 4-(3-bromophenyl)piperazine-1-carboxylate), Example 112, CN(C)C=O (DMF). Reagents/catalysts: [C-]#N.[Zn+2].[C-]#N (zinc cyanide), C=1C=CC(=CC1)[P](C=2C=CC=CC2)(C=3C=CC=CC3)[Pd]([P](C=4C=CC=CC4)(C=5C=CC=CC5)C=6C=CC=CC6)([P](C=7C=CC=CC7)(C=8C=CC=CC8)C=9C=CC=CC9)[P](C=1C=CC=CC1)(C=1C=CC=CC1)C=1C=CC=CC1 (tetrakis(triphenylphosphine)palladium). Run in C(C)(=O)OCC (ethyl acetate). Conditions: temperature 80 celsius, time 12 hour. Yields the product C(#N)C=1C=C(C=CC1)N1CCN(CC1)C(=O)OC(C)(C)C (1,1-dimethylethyl 4-(3-cyanophenyl)piperazine-1-carboxylate). Yield: 80.0%. RXN SMILES: Br[C:2]1[CH:3]=[C:4]([N:8]2[CH2:13][CH2:12][N:11]([C:14]([O:16][C:17]([CH3:20])([CH3:19])[CH3:18])=[O:15])[CH2:10][CH2:9]2)[CH:5]=[CH:6][CH:7]=1.[CH3:21][N:22](C=O)C>C(OCC)(=O)C.[C-]#N.[Zn+2].[C-]#N.C1C=CC([P]([Pd]([P](C2C=CC=CC=2)(C2C=CC=CC=2)C2C=CC=CC=2)([P](C2C=CC=CC=2)(C2C=CC=CC=2)C2C=CC=CC=2)[P](C2C=CC=CC=2)(C2C=CC=CC=2)C2C=CC=CC=2)(C2C=CC=CC=2)C2C=CC=CC=2)=CC=1>[C:21]([C:2]1[CH:3]=[C:4]([N:8]2[CH2:13][CH2:12][N:11]([C:14]([O:16][C:17]([CH3:20])([CH3:19])[CH3:18])=[O:15])[CH2:10][CH2:9]2)[CH:5]=[CH:6][CH:7]=1)#[N:22] |f:3.4.5,^1:40,42,61,80|. Procedure details: A suspension of 1,1-dimethylethyl 4-(3-bromophenyl)piperazine-1-carboxylate obtained in Reference Example 112 (3.10 g, 9.09 mmol), zinc cyanide (0.587 g, 5.00 mmol) and tetrakis(triphenylphosphine)palladium (0.525 g, 0.454 mmol) in DMF (30 mL) was stirred at 80° C. for 12 hr under nitrogen atmosphere. The reaction mixture was diluted with ethyl acetate, washed with water and saturated brine, and dried over sodium sulfate. The solvent was evaporated under reduced pressure, and the residue was pur... Reactants: C(C)(C)(C)OC(=O)NC1=CC(=C(C=C1Cl)OC)OCC1=C(C(=CC=C1OC)F)F (4-(tert-butoxycarbonylamino)-5-chloro-2-(2,3-difluoro-6-methoxy-benzyloxy)anisole), [H-].[Na+] (sodium hydride), Cl (hydrochloric acid), ClC1=C(C=NC=C1)[N+](=O)[O-] (4-chloro-3-nitropyridine). Solvent: CN(C=O)C (N,N-dimethylformamide). Run at time 10 minute. The product is NC=1C=NC=CC1N(C1=C(C=C(C(=C1)OCC1=C(C(=CC=C1OC)F)F)OC)Cl)C(=O)OC(C)(C)C (3-amino-4-{N-(tert-butoxycarbonyl)-N-[2-chloro-5-(2,3-difluoro-6-methoxybenzyloxy)-4-methoxyphenyl]amino}pyridine). Yield: 21.8%. As a reaction SMILES: [C:1]([O:5][C:6]([NH:8][C:9]1[C:14]([Cl:15])=[CH:13][C:12]([O:16][CH3:17])=[C:11]([O:18][CH2:19][C:20]2[C:25]([O:26][CH3:27])=[CH:24][CH:23]=[C:22]([F:28])[C:21]=2[F:29])[CH:10]=1)=[O:7])([CH3:4])([CH3:3])[CH3:2].[H-].[Na+].Cl[C:33]1[CH:38]=[CH:37][N:36]=[CH:35][C:34]=1[N+:39]([O-])=O.Cl>CN(C)C=O>[NH2:39][C:34]1[CH:35]=[N:36][CH:37]=[CH:38][C:33]=1[N:8]([C:6]([O:5][C:1]([CH3:4])([CH3:2])[CH3:3])=[O:7])[C:9]1[CH:10]=[C:11]([O:18][CH2:19][C:20]2[C:25]([O:26][CH3:27])=[CH:24][CH:23]=[C:22]([F:28])[C:21]=2[F:29])[C:12]([O:16][CH3:17])=[CH:13][C:14]=1[Cl:15] |f:1.2|. Reported procedure: To a solution of 4-(tert-butoxycarbonylamino)-5-chloro-2-(2,3-difluoro-6-methoxy-benzyloxy)anisole (0.2 g) in N,N-dimethylformamide (2 mL) was added sodium hydride (55%, 21 mg), and the mixture was stirred at room temperature for 10 minutes. To the reaction mixture was added 4-chloro-3-nitropyridine (78 mg), and the mixture was stirred at room temperature overnight. The reaction mixture was poured into 0.5 mol/L hydrochloric acid, and the resulting mixture was extracted with ethyl acetate. The e... Reactants: N[C@@H](CCC(O)=O)C(=O)N[C@@H](CC1=CNC=N1)C(=O)N[C@@H](CC1=CNC2=CC=CC=C12)C(=O)NN (Glu-His-Trp-NH-NH2), N[C@@H](CO)C(=O)N[C@@H](CC1=CC=C(C=C1)O)C(=O)N[C@H](CCC(OC(C)(C)C)=O)C(=O)N[C@@H](CC(C)C)C(=O)N[C@@H](CCCNC(N)=N)C(=O)N1[C@H](C(=O)NCC)CCC1 (H-Ser-Tyr-D-Glu(OBut)-Leu-Arg-Pro-NH-C2H5). Product: N[C@@H](CCC(O)=O)C(=O)N[C@@H](CC1=CNC=N1)C(=O)N[C@@H](CC1=CNC2=CC=CC=C12)C(=O)N[C@@H](CO)C(=O)N[C@@H](CC1=CC=C(C=C1)O)C(=O)N[C@H](CCC(OC(C)(C)C)=O)C(=O)N[C@@H](CC(C)C)C(=O)N[C@@H](CCCNC(N)=N)C(=O)N1[C@H](C(=O)NCC)CCC1.CC(=O)CC(=O)O (Glu-His-Trp-Ser-Tyr-D-Glu(OBut)-Leu-Arg-Pro-NH-C2H5 diacetate). The yield is 30.0%. Reaction SMILES: [NH2:1][C@H:2]([C:8]([NH:10][C@H:11]([C:18]([NH:20][C@H:21]([C:32]([NH:34]N)=[O:33])[CH2:22][C:23]1[C:31]2[C:26](=[CH:27][CH:28]=[CH:29][CH:30]=2)[NH:25][CH:24]=1)=[O:19])[CH2:12][C:13]1[N:17]=[CH:16][NH:15][CH:14]=1)=[O:9])[CH2:3][CH2:4][C:5](=[O:7])[OH:6].N[C@H:37]([C:40]([NH:42][C@H:43]([C:52]([NH:54][C@@H:55]([C:65]([NH:67][C@H:68]([C:73]([NH:75][C@H:76]([C:84]([N:86]1[CH2:95][CH2:94][CH2:93][C@H:87]1[C:88]([NH:90][CH2:91][CH3:92])=[O:89])=[O:85])[CH2:77][CH2:78][CH2:79][NH:80][C:81](=[NH:83])[NH2:82])=[O:74])[CH2:69][CH:70]([CH3:72])[CH3:71])=[O:66])[CH2:56][CH2:57][C:58](=[O:64])[O:59][C:60]([CH3:63])([CH3:62])[CH3:61])=[O:53])[CH2:44][C:45]1[CH:50]=[CH:49][C:48]([OH:51])=[CH:47][CH:46]=1)=[O:41])[CH2:38][OH:39]>>[NH2:1][C@H:2]([C:8]([NH:10][C@H:11]([C:18]([NH:20][C@H:21]([C:32]([NH:34][C@H:37]([C:40]([NH:42][C@H:43]([C:52]([NH:54][C@@H:55]([C:65]([NH:67][C@H:68]([C:73]([NH:75][C@H:76]([C:84]([N:86]1[CH2:95][CH2:94][CH2:93][C@H:87]1[C:88]([NH:90][CH2:91][CH3:92])=[O:89])=[O:85])[CH2:77][CH2:78][CH2:79][NH:80][C:81](=[NH:82])[NH2:83])=[O:74])[CH2:69][CH:70]([CH3:72])[CH3:71])=[O:66])[CH2:56][CH2:57][C:58](=[O:64])[O:59][C:60]([CH3:63])([CH3:61])[CH3:62])=[O:53])[CH2:44][C:45]1[CH:50]=[CH:49][C:48]([OH:51])=[CH:47][CH:46]=1)=[O:41])[CH2:38][OH:39])=[O:33])[CH2:22][C:23]1[C:31]2[C:26](=[CH:27][CH:28]=[CH:29][CH:30]=2)[NH:25][CH:24]=1)=[O:19])[CH2:12][C:13]1[N:17]=[CH:16][NH:15][CH:14]=1)=[O:9])[CH2:3][CH2:4][C:5](=[O:7])[OH:6].[CH3:2][C:3]([CH2:4][C:5]([OH:6])=[O:7])=[O:39] |f:2.3|. Reported procedure: In analogy to Example 1 f), 500 mg of Glu-His-Trp-NH-NH2 were reacted with 920 mg (1 mmole) of H-Ser-Tyr-D-Glu(OBut)-Leu-Arg-Pro-NH-C2H5 . 2 HCl and purified chromatographically. Yield: 491.5 mg of chromatographically pure material. The content of peptide base was 79% as per UV-spectrum (yield: 30%). [-α]D22 = -31.3° (c=1, dimethyl acetamide) The solvent is CO (methanol). Procedure: 7-{(R)-5-[(E)-3-hydroxy-3-(5-trifluoromethyl-furan-2-yl)-propenyl]-3,3-dimethyl-2-oxo-pyrrolidin-1-yl}-heptanoic acid ethyl ester (89 mg, 0.2 mmol) was dissolved in methanol (3 mL) and the solution cooled in an ice bath. A 20% solution of sodium hydroxide (0.280 mL, 1.4 mmol) was slowly added and when the addition was complete, the reaction flask was left stirring overnight at room temperature. The reaction solution was concentrated under vacuum; the residue was suspended in 5 mL of 0.1 N soluti... Reactants: solution, [OH-].[Na+] (sodium hydroxide), C(C)OC(CCCCCCN1C(C(C[C@@H]1\C=C\C(C=1OC(=CC1)C(F)(F)F)O)(C)C)=O)=O (7-{(R)-5-[(E)-3-hydroxy-3-(5-trifluoromethyl-furan-2-yl)-propenyl]-3,3-dimethyl-2-oxo-pyrrolidin-1-yl}-heptanoic acid ethyl ester). As a reaction SMILES: C([O:3][C:4](=[O:32])[CH2:5][CH2:6][CH2:7][CH2:8][CH2:9][CH2:10][N:11]1[C@@H:15](/[CH:16]=[CH:17]/[CH:18]([OH:28])[C:19]2[O:20][C:21]([C:24]([F:27])([F:26])[F:25])=[CH:22][CH:23]=2)[CH2:14][C:13]([CH3:30])([CH3:29])[C:12]1=[O:31])C.[OH-].[Na+]>CO>[OH:28][CH:18]([C:19]1[O:20][C:21]([C:24]([F:27])([F:26])[F:25])=[CH:22][CH:23]=1)/[CH:17]=[CH:16]/[C@@H:15]1[N:11]([CH2:10][CH2:9][CH2:8][CH2:7][CH2:6][CH2:5][C:4]([OH:32])=[O:3])[C:12](=[O:31])[C:13]([CH3:30])([CH3:29])[CH2:14]1 |f:1.2|. Reaction conditions: time 8 hour. The product is OC(/C=C/[C@H]1CC(C(N1CCCCCCC(=O)O)=O)(C)C)C=1OC(=CC1)C(F)(F)F (7-{(R)-5-[(E)-3-Hydroxy-3-(5-trifluoromethyl-furan-2-yl)-propenyl]-3,3-dimethyl-2-oxo-pyrrolidin-1-yl}-heptanoic Acid). Starting materials: ClCCl, O=C(NC(C(=O)NC(Cc1ccccc1)(c1ccc(F)cc1)c1cc(F)cc(OC(F)(F)C(F)F)c1)C(F)(F)F)OCc1ccccc1. Product: NC(C(=O)NC(Cc1ccccc1)(c1ccc(F)cc1)c1cc(F)cc(OC(F)(F)C(F)F)c1)C(F)(F)F. RXN SMILES: [Cl:49][CH2:50][Cl:51].[F:1][C:2]([CH:3]([C:4](=[O:5])[NH:6][C:7]([CH2:8][c:9]1[cH:10][cH:11][cH:12][cH:13][cH:14]1)([c:15]1[cH:16][cH:17][c:18]([F:21])[cH:19][cH:20]1)[c:22]1[cH:23][c:24]([F:35])[cH:25][c:26]([O:28][C:29]([CH:30]([F:31])[F:32])([F:33])[F:34])[cH:27]1)[NH:36][C:37](=[O:38])[O:39][CH2:40][c:41]1[cH:42][cH:43][cH:44][cH:45][cH:46]1)([F:47])[F:48]>>[F:1][C:2]([CH:3]([C:4](=[O:5])[NH:6][C:7]([CH2:8][c:9]1[cH:10][cH:11][cH:12][cH:13][cH:14]1)([c:15]1[cH:16][cH:17][c:18]([F:21])[cH:19][cH:20]1)[c:22]1[cH:23][c:24]([F:35])[cH:25][c:26]([O:28][C:29]([CH:30]([F:31])[F:32])([F:33])[F:34])[cH:27]1)[NH2:36])([F:47])[F:48]. The reactants are CCOC(=O)NS(C)(=O)=O, NC1CCN(c2ccc3c(NC(=O)CC4CCCCC4)c(Cl)ccc3n2)C1. Product: CS(=O)(=O)NC(=O)NC1CCN(c2ccc3c(NC(=O)CC4CCCCC4)c(Cl)ccc3n2)C1. Reaction SMILES: [CH2:28]([O:30][C:31](=[O:29])[NH:32][S:33](=[O:34])(=[O:35])[CH3:36])[CH3:37].[NH2:1][CH:2]1[CH2:3][N:4]([c:7]2[n:8][c:9]3[cH:10][cH:11][c:12]([Cl:27])[c:13]([NH:17][C:18]([CH2:19][CH:20]4[CH2:21][CH2:22][CH2:23][CH2:24][CH2:25]4)=[O:26])[c:14]3[cH:15][cH:16]2)[CH2:5][CH2:6]1>>[NH:1]([CH:2]1[CH2:3][N:4]([c:7]2[n:8][c:9]3[cH:10][cH:11][c:12]([Cl:27])[c:13]([NH:17][C:18]([CH2:19][CH:20]4[CH2:21][CH2:22][CH2:23][CH2:24][CH2:25]4)=[O:26])[c:14]3[cH:15][cH:16]2)[CH2:5][CH2:6]1)[C:31](=[O:30])[NH:32][S:33](=[O:34])(=[O:35])[CH3:36].